Dataset: the Open Reaction Database (ORD), a public repository of structured organic reaction records. Task: describe an organic reaction: reactants, conditions, products, and yield Starting materials: Cl.COC(C[C@H](CC1=CC(=C(C=C1)Cl)Cl)N)=O ((S)-3-amino-4-(3,4-dichloro-phenyl)-butyric acid methyl ester hydrochloride), ClC1=CC(=C(C(=O)O)C=C1)NS(=O)(=O)C=1C=2N=CC=NC2C=CC1 (4-chloro-2-(quinoxaline-5-sulfonylamino)-benzoic acid), methyl ester. The product is ClC1=CC(=C(C(=O)N[C@H](CC(=O)O)CC2=CC(=C(C=C2)Cl)Cl)C=C1)NS(=O)(=O)C=1C=2N=CC=NC2C=CC1 ((S)-3-[4-Chloro-2-(quinoxaline-5-sulfonylamino)-benzoylamino]-4-(3,4-dichloro-phenyl)-butyric acid). RXN SMILES: Cl.C[O:3][C:4](=[O:17])[CH2:5][C@@H:6]([NH2:16])[CH2:7][C:8]1[CH:13]=[CH:12][C:11]([Cl:14])=[C:10]([Cl:15])[CH:9]=1.[Cl:18][C:19]1[CH:27]=[CH:26][C:22]([C:23](O)=[O:24])=[C:21]([NH:28][S:29]([C:32]2[C:33]3[N:34]=[CH:35][CH:36]=[N:37][C:38]=3[CH:39]=[CH:40][CH:41]=2)(=[O:31])=[O:30])[CH:20]=1>>[Cl:18][C:19]1[CH:27]=[CH:26][C:22]([C:23]([NH:16][C@@H:6]([CH2:7][C:8]2[CH:13]=[CH:12][C:11]([Cl:14])=[C:10]([Cl:15])[CH:9]=2)[CH2:5][C:4]([OH:3])=[O:17])=[O:24])=[C:21]([NH:28][S:29]([C:32]2[C:33]3[N:34]=[CH:35][CH:36]=[N:37][C:38]=3[CH:39]=[CH:40][CH:41]=2)(=[O:30])=[O:31])[CH:20]=1 |f:0.1|. Procedure: (S)-3-(tert-Butoxycarbonylamino)-4-(3,4-dichloro-phenyl)-butyric acid was treated as in EXAMPLE 2, Part A, to produce (S)-3-amino-4-(3,4-dichloro-phenyl)-butyric acid methyl ester hydrochloride as a white solid. This ester was coupled to 4-chloro-2-(quinoxaline-5-sulfonylamino)-benzoic acid as in EXAMPLE 1, Part C. The resulting methyl ester was hydrolyzed as in EXAMPLE 2, Part E. HPLC: RT=9.78 min. MS (ESI−): mass calcd. for C25H19Cl3N4O5S, 592.01; m/z found; 593/595 [M−H]−. 1H NMR (500 MHz, CD... Starting materials: Cc1nc2ccccc2cc1C(=O)O, [O-]Cl, Cl, Cl, [Na+], [Na+], [OH-], O. Product: O=C(O)c1cc2ccccc2nc1C(=O)O. As a reaction SMILES: [CH3:3][c:4]1[n:5][c:6]2[cH:7][cH:8][cH:9][cH:10][c:11]2[cH:12][c:13]1[C:14](=[O:15])[OH:16].[Cl:17][O-:18].[Cl:20].[ClH:2].[Na+:19].[Na+:22].[OH-:21].[OH2:1]>>[O:1]=[C:3]([c:4]1[n:5][c:6]2[cH:7][cH:8][cH:9][cH:10][c:11]2[cH:12][c:13]1[C:14](=[O:15])[OH:16])[OH:18]. The reactants are COc1ccccc1Oc1c(NS(=O)(=O)c2ccc(C)cn2)nc(-c2ccnc(C(=O)O)c2)nc1OC, CN(C)C(=N)N(C)C, CC(=O)OC(C)Cl, CN(C)C=O. Yields the product COc1ccccc1Oc1c(NS(=O)(=O)c2ccc(C)cn2)nc(-c2ccnc(C(=O)OC(C)OC(C)=O)c2)nc1OC. As a reaction SMILES: [CH3:1][O:2][c:3]1[n:4][c:5](-[c:29]2[cH:30][c:31]([C:35](=[O:36])[OH:37])[n:32][cH:33][cH:34]2)[n:6][c:7]([NH:18][S:19](=[O:20])(=[O:21])[c:22]2[n:23][cH:24][c:25]([CH3:28])[cH:26][cH:27]2)[c:8]1[O:9][c:10]1[c:11]([O:16][CH3:17])[cH:12][cH:13][cH:14][cH:15]1.[CH3:38][N:39]([CH3:40])[C:41]([N:42]([CH3:43])[CH3:44])=[NH:45].[Cl:46][CH:47]([CH3:48])[O:49][C:50]([CH3:51])=[O:52].[O:53]=[CH:54][N:55]([CH3:56])[CH3:57]>>[CH3:1][O:2][c:3]1[n:4][c:5](-[c:29]2[cH:30][c:31]([C:35]([O:36][CH:47]([CH3:48])[O:49][C:50]([CH3:51])=[O:52])=[O:37])[n:32][cH:33][cH:34]2)[n:6][c:7]([NH:18][S:19](=[O:20])(=[O:21])[c:22]2[n:23][cH:24][c:25]([CH3:28])[cH:26][cH:27]2)[c:8]1[O:9][c:10]1[c:11]([O:16][CH3:17])[cH:12][cH:13][cH:14][cH:15]1. Starting materials: C1CCOC1, COC(=O)C1(C=NOCc2ccccc2)CCCCC1, CO, Cl, [Na+], [OH-], O. Product: O=C(O)C1(C=NOCc2ccccc2)CCCCC1. As a reaction SMILES: [CH2:24]1[O:25][CH2:26][CH2:27][CH2:28]1.[CH3:1][O:2][C:3](=[O:4])[C:5]1([CH:11]=[N:12][O:13][CH2:14][c:15]2[cH:16][cH:17][cH:18][cH:19][cH:20]2)[CH2:6][CH2:7][CH2:8][CH2:9][CH2:10]1.[CH3:29][OH:30].[ClH:23].[Na+:22].[OH-:21].[OH2:31]>>[O:2]=[C:3]([OH:4])[C:5]1([CH:11]=[N:12][O:13][CH2:14][c:15]2[cH:16][cH:17][cH:18][cH:19][cH:20]2)[CH2:6][CH2:7][CH2:8][CH2:9][CH2:10]1. Product: COc1ccc(CCN2CCCC(CBr)C2)cc1OC. Reaction SMILES: [C:28]([Cl:29])([Cl:30])([Cl:31])[Cl:32].[CH3:1][O:2][c:3]1[cH:4][c:5]([CH2:11][CH2:12][N:13]2[CH2:14][CH:15]([CH2:19][OH:20])[CH2:16][CH2:17][CH2:18]2)[cH:6][cH:7][c:8]1[O:9][CH3:10].[Na+:27].[OH-:26].[OH2:25].[P:21]([Br:22])([Br:23])[Br:24]>>[CH3:1][O:2][c:3]1[cH:4][c:5]([CH2:11][CH2:12][N:13]2[CH2:14][CH:15]([CH2:19][Br:22])[CH2:16][CH2:17][CH2:18]2)[cH:6][cH:7][c:8]1[O:9][CH3:10]. The reactants are ClC(Cl)(Cl)Cl, COc1ccc(CCN2CCCC(CO)C2)cc1OC, [Na+], [OH-], O, BrP(Br)Br.